From a dataset of the Open Reaction Database (ORD), a public repository of structured organic reaction records. describe an organic reaction: reactants, conditions, products, and yield Starting materials: COc1cccc(CN)c1, COC(=O)c1c(I)cccc1CBr, CCOC(C)=O, Cc1ccccc1, CCCCCC, [K+], [K+], O=C([O-])[O-]. Yields the product COc1cccc(CN2Cc3cccc(I)c3C2=O)c1. As a reaction SMILES: [CH3:14][O:15][c:16]1[cH:17][c:18]([CH2:19][NH2:20])[cH:21][cH:22][cH:23]1.[CH3:1][O:2][C:3]([c:4]1[c:5]([CH2:11][Br:12])[cH:6][cH:7][cH:8][c:9]1[I:10])=[O:13].[CH3:30][CH2:31][O:32][C:33](=[O:34])[CH3:35].[CH3:36][c:37]1[cH:38][cH:39][cH:40][cH:41][cH:42]1.[CH3:43][CH2:44][CH2:45][CH2:46][CH2:47][CH3:48].[K+:24].[K+:25].[O-:26][C:27]([O-:28])=[O:29]>>[C:3]1(=[O:13])[c:4]2[c:5]([cH:6][cH:7][cH:8][c:9]2[I:10])[CH2:11][N:20]1[CH2:19][c:18]1[cH:17][c:16]([O:15][CH3:14])[cH:23][cH:22][cH:21]1. The reactants are CCOC(C)=O, O=C([O-])O, CCOC(=O)C1(F)C2CC(NCc3ccc(Cl)c(Cl)c3)C(NC(=O)OC(C)(C)C)(C(=O)OCC)C21, Cl, [Na+]. Product: CCOC(=O)C1(N)C(NCc2ccc(Cl)c(Cl)c2)CC2C1C2(F)C(=O)OCC. Reaction SMILES: [C:1]([O:2][CH2:3][CH3:4])(=[O:5])[CH3:6].[C:43](=[O:44])([O-:45])[OH:46].[CH2:8]([CH3:9])[O:10][C:11](=[O:12])[C:13]1([NH:35][C:36]([O:37][C:38]([CH3:39])([CH3:40])[CH3:41])=[O:42])[CH:14]2[C:15]([C:29](=[O:30])[O:31][CH2:32][CH3:33])([F:34])[CH:16]2[CH2:17][CH:18]1[NH:19][CH2:20][c:21]1[cH:22][c:23]([Cl:28])[c:24]([Cl:27])[cH:25][cH:26]1.[ClH:7].[Na+:47]>>[CH2:8]([CH3:9])[O:10][C:11](=[O:12])[C:13]1([NH2:35])[CH:14]2[C:15]([C:29](=[O:30])[O:31][CH2:32][CH3:33])([F:34])[CH:16]2[CH2:17][CH:18]1[NH:19][CH2:20][c:21]1[cH:22][c:23]([Cl:28])[c:24]([Cl:27])[cH:25][cH:26]1. The reactants are FC(S(=O)(=O)OC1=CC2=C(C=3N(CCO2)C=C(N3)C3=NC=NN3C(C)C)C=N1)(F)F (2-(1-isopropyl-1H-1,2,4-triazol-5-yl)-5,6-dihydroimidazo[1,2-d]pyrido[3,4-f][1,4]oxazepin-9-yl trifluoromethanesulfonate), CNC(=O)[C@H]1NCCC1 ((S)—N-methylpyrrolidine-2-carboxamide). The product is C(C)(C)N1N=CN=C1C=1N=C2N(CCOC3=C2C=NC(=C3)N3[C@@H](CCC3)C(=O)NC)C1 ((2S)-1-(2-(1-isopropyl-1H-1,2,4-triazol-5-yl)-5,6-dihydroimidazo[1,2-d]pyrido[3,4-f][1,4]oxazepin-9-yl)-N-methylpyrrolidine-2-carboxamide). RXN SMILES: FC(F)(F)S(O[C:7]1[N:28]=[CH:27][C:10]2[C:11]3[N:12]([CH:16]=[C:17]([C:19]4[N:23]([CH:24]([CH3:26])[CH3:25])[N:22]=[CH:21][N:20]=4)[N:18]=3)[CH2:13][CH2:14][O:15][C:9]=2[CH:8]=1)(=O)=O.[CH3:31][NH:32][C:33]([C@@H:35]1[CH2:39][CH2:38][CH2:37][NH:36]1)=[O:34]>>[CH:24]([N:23]1[C:19]([C:17]2[N:18]=[C:11]3[C:10]4[CH:27]=[N:28][C:7]([N:36]5[CH2:37][CH2:38][CH2:39][C@H:35]5[C:33]([NH:32][CH3:31])=[O:34])=[CH:8][C:9]=4[O:15][CH2:14][CH2:13][N:12]3[CH:16]=2)=[N:20][CH:21]=[N:22]1)([CH3:25])[CH3:26]. Procedure: Following the procedures of Example 388, 2-(1-isopropyl-1H-1,2,4-triazol-5-yl)-5,6-dihydroimidazo[1,2-d]pyrido[3,4-f][1,4]oxazepin-9-yl trifluoromethanesulfonate and (S)—N-methylpyrrolidine-2-carboxamide were reacted to give 405. M/z 423.2, calc. 422.22. 1H NMR (400 MHz, DMSO) δ 9.06 (s, 1H), 7.88 (s, 1H), 7.83 (s, 1H), 7.74 (d, J=4.3, 1H), 5.95 (p, J=6.7, 2H), 4.58-4.41 (m, 4H), 4.35 (d, J=8.5, 1H), 3.67-3.57 (m, 1H), 3.41-3.33 (m, 1H), 2.57 (d, J=4.6, 3H), 2.15 (dd, J=10.8, 7.7, 1H), 1.94 (d, ... The reactants are C(C1=CC=CC=C1)N1C(C(C(C1)=O)C(=O)OCC)C (ethyl 1-benzyl-2-methyl-4-oxo-3-pyrrolidinecarboxylate), C([O-])([O-])=O.[Na+].[Na+] (sodium carbonate). Solvent: O (water), S(O)(O)(=O)=O (sulfuric acid). Conditions: temperature 90 celsius. The product is C(C1=CC=CC=C1)N1CC(CC1C)=O (1-benzyl-5-methyl-3-pyrrolidinone). The yield is 45.9%. RXN SMILES: [CH2:1]([N:8]1[CH2:12][C:11](=[O:13])[CH:10](C(OCC)=O)[CH:9]1[CH3:19])[C:2]1[CH:7]=[CH:6][CH:5]=[CH:4][CH:3]=1.C(=O)([O-])[O-].[Na+].[Na+]>O.S(=O)(=O)(O)O>[CH2:1]([N:8]1[CH:9]([CH3:19])[CH2:10][C:11](=[O:13])[CH2:12]1)[C:2]1[CH:3]=[CH:4][CH:5]=[CH:6][CH:7]=1 |f:1.2.3|. Procedure: A suspension of ethyl 1-benzyl-2-methyl-4-oxo-3-pyrrolidinecarboxylate (3.4 g, 13 mmol) in water (95 ml) and sulfuric acid (5 ml) was heated to 90° C. overnight. The mixture was allowed to cool was neutralized with sodium carbonate, extracted with methylene chloride. The combined organic layer filtered through a plug of silica gel and concentrated to give 1-benzyl-5-methyl-3-pyrrolidinone (1.13 gm, 46%) as a yellow oil, MS (M+H)+=190. Reactants: CNC(=O)N1CCN(C(=O)OC(C)(C)C)CC1, CCOC(C)=O, ClCc1ccnc(Cl)c1, Cl, [K+], [K+], O=C([O-])[O-], CN(C)C=O. Product: CNC(=O)N1CCN(Cc2ccnc(Cl)c2)CC1. Reaction SMILES: [C:1]([O:2][C:3]([CH3:4])([CH3:5])[CH3:6])(=[O:7])[N:8]1[CH2:9][CH2:10][N:11]([C:14]([NH:15][CH3:16])=[O:17])[CH2:12][CH2:13]1.[CH3:19][CH2:20][O:21][C:22]([CH3:23])=[O:24].[Cl:25][c:26]1[n:27][cH:28][cH:29][c:30]([CH2:32][Cl:33])[cH:31]1.[ClH:18].[K+:34].[K+:35].[O-:36][C:37]([O-:38])=[O:39].[O:40]=[CH:41][N:42]([CH3:43])[CH3:44]>>[CH2:1]([N:8]1[CH2:9][CH2:10][N:11]([C:14]([NH:15][CH3:16])=[O:17])[CH2:12][CH2:13]1)[c:30]1[cH:29][cH:28][n:27][c:26]([Cl:25])[cH:31]1. Starting materials: NC=1C=CC(=C(C1)CCC=1C=C(C=CC1)NC(OC(C)(C)C)=O)NC(=O)OC(C)(C)C (tert-butyl [3-(2-{5-amino-2-[(tert-butoxycarbonyl)amino]phenyl}ethyl)phenyl]carbamate), resultant mixture, ClC1=NC=C(C(=N1)Cl)C (2,4-dichloro-5-methylpyrimidine), C([O-])([O-])=O.[K+].[K+] (potassium carbonate). Run in CN(C=O)C (N,N-dimethylformamide). The product is C(C)(C)(C)OC(=O)NC1=C(C=C(C=C1)NC1=NC(=NC=C1C)Cl)CCC=1C=C(C=CC1)NC(OC(C)(C)C)=O (tert-Butyl [3-(2-{2-[(tert-butoxycarbonyl)amino]-5-[(2-chloro-5-methylpyrimidin-4-yl)amino]phenyl}ethyl)phenyl]carbamate). The yield is 50.1%. RXN SMILES: [NH2:1][C:2]1[CH:3]=[CH:4][C:5]([NH:24][C:25]([O:27][C:28]([CH3:31])([CH3:30])[CH3:29])=[O:26])=[C:6]([CH2:8][CH2:9][C:10]2[CH:11]=[C:12]([NH:16][C:17](=[O:23])[O:18][C:19]([CH3:22])([CH3:21])[CH3:20])[CH:13]=[CH:14][CH:15]=2)[CH:7]=1.[Cl:32][C:33]1[N:38]=[C:37](Cl)[C:36]([CH3:40])=[CH:35][N:34]=1.C(=O)([O-])[O-].[K+].[K+]>CN(C)C=O>[C:28]([O:27][C:25]([NH:24][C:5]1[CH:4]=[CH:3][C:2]([NH:1][C:35]2[C:36]([CH3:40])=[CH:37][N:38]=[C:33]([Cl:32])[N:34]=2)=[CH:7][C:6]=1[CH2:8][CH2:9][C:10]1[CH:11]=[C:12]([NH:16][C:17](=[O:23])[O:18][C:19]([CH3:22])([CH3:21])[CH3:20])[CH:13]=[CH:14][CH:15]=1)=[O:26])([CH3:31])([CH3:30])[CH3:29] |f:2.3.4|. Procedure: To a solution of tert-butyl [3-(2-{5-amino-2-[(tert-butoxycarbonyl)amino]phenyl}ethyl)phenyl]carbamate (0.4 g, 0.9 mmol) (prepared in Example C52, step C) and 2,4-dichloro-5-methylpyrimidine (0.152 g, 0.936 mmol) in N,N-dimethylformamide (7 mL) was added potassium carbonate (0.662 g, 4.79 mmol). The resultant mixture was stirred overnight at rt overnight. The reaction was quenched with water. EtOAc was added and the layers were separated. The aqueous layer was extracted with EtOAc twice. The com... Reactants: C(C)(C)(C)OC(=O)N[C@H](C(=O)N1C(CC=2C1=NC=CC2)C(=O)OC)C2CCCCC2 (methyl 1-((S)-2-(tert-butoxycarbonylamino)-2-cyclohexylacetyl)-2,3-dihydro-1H-pyrrolo[2,3-b]pyridine-2-carboxylate), C1CCOC1 (THF), [OH-].[Li+] (lithium hydroxide). Solvent: CO (methanol). Conditions: time 1 hour. Product: C(C)(C)(C)OC(=O)N[C@H](C(=O)N1C(CC=2C1=NC=CC2)C(=O)O)C2CCCCC2 (1-((S)-2-(tert-butoxycarbonylamino)-2-cyclohexylacetyl)-2,3-dihydro-1H-pyrrolo[2,3-b]pyridine-2-carboxylic acid). The yield is 94.1%. Reaction SMILES: [C:1]([O:5][C:6]([NH:8][C@@H:9]([CH:25]1[CH2:30][CH2:29][CH2:28][CH2:27][CH2:26]1)[C:10]([N:12]1[C:16]2=[N:17][CH:18]=[CH:19][CH:20]=[C:15]2[CH2:14][CH:13]1[C:21]([O:23]C)=[O:22])=[O:11])=[O:7])([CH3:4])([CH3:3])[CH3:2].C1COCC1.[OH-].[Li+]>CO>[C:1]([O:5][C:6]([NH:8][C@@H:9]([CH:25]1[CH2:30][CH2:29][CH2:28][CH2:27][CH2:26]1)[C:10]([N:12]1[C:16]2=[N:17][CH:18]=[CH:19][CH:20]=[C:15]2[CH2:14][CH:13]1[C:21]([OH:23])=[O:22])=[O:11])=[O:7])([CH3:4])([CH3:2])[CH3:3] |f:2.3|. Procedure: In a 50 mL round-bottomed flask, methyl 1-((S)-2-(tert-butoxycarbonylamino)-2-cyclohexylacetyl)-2,3-dihydro-1H-pyrrolo[2,3-b]pyridine-2-carboxylate (660 mg, 1.58 mmol, Eq: 1.00) was combined with THF (14.8 mL) and methanol (4.95 mL) to give a colorless solution. The solution was cooled in an ice-bath and 1 M aqueous lithium hydroxide (4.74 mL, 4.74 mmol, Eq: 3) was added. The cooling bath was removed and the reaction was stirred at rt for 1 h. 0.1 M Aqueous KHSO4 (4 mL) was added and the resulti...